From a dataset of the Open Reaction Database (ORD), a public repository of structured organic reaction records. describe an organic reaction: reactants, conditions, products, and yield Reactants: C(C)(C)(C)OC(=O)N(C(C1=C(C=CC(=C1)N1S(CCC1)(=O)=O)C(=O)N1CCN(CC1)C1=NC=C(C=C1C)C)=O)C(=O)OC(C)(C)C (N,N-di-tert-butyloxycarbonyl-2-[4-(3,5-dimethylpyridin-2-yl)piperazine-1-carbonyl]-5-(1,1-dioxo-1λ6-isothiazolidin-2-yl)benzamide). Solvent: O1CCCC1.CNC (dimethylamine tetrahydrofuran). Yields the product CC=1C(=NC=C(C1)C)N1CCN(CC1)C(=O)C1=C(C(=O)N(C)C)C=C(C=C1)N1S(CCC1)(=O)=O (2-[4-(3,5-dimethylpyridin-2-yl)piperazine-1-carbonyl]-5-(1,1-dioxo-1λ6-isothiazolidin-2-yl)-N,N-dimethylbenzamide). The yield is 45.9%. As a reaction SMILES: C(O[C:6]([N:8]([C:40](OC(C)(C)C)=O)[C:9](=[O:39])[C:10]1[CH:15]=[C:14]([N:16]2[CH2:20][CH2:19][CH2:18][S:17]2(=[O:22])=[O:21])[CH:13]=[CH:12][C:11]=1[C:23]([N:25]1[CH2:30][CH2:29][N:28]([C:31]2[C:36]([CH3:37])=[CH:35][C:34]([CH3:38])=[CH:33][N:32]=2)[CH2:27][CH2:26]1)=[O:24])=O)(C)(C)C>O1CCCC1.CNC>[CH3:37][C:36]1[C:31]([N:28]2[CH2:27][CH2:26][N:25]([C:23]([C:11]3[CH:12]=[CH:13][C:14]([N:16]4[CH2:20][CH2:19][CH2:18][S:17]4(=[O:21])=[O:22])=[CH:15][C:10]=3[C:9]([N:8]([CH3:40])[CH3:6])=[O:39])=[O:24])[CH2:30][CH2:29]2)=[N:32][CH:33]=[C:34]([CH3:38])[CH:35]=1 |f:1.2|. Reported procedure: Using N,N-di-tert-butyloxycarbonyl-2-[4-(3,5-dimethylpyridin-2-yl)piperazine-1-carbonyl]-5-(1,1-dioxo-1λ6-isothiazolidin-2-yl)benzamide (115 mg) described in Example 808 and 2 mol/L dimethylamine tetrahydrofuran solution (105 μL) and by the reaction and treatment in the same manner as in Example 770, the title compound (39 mg) was obtained.